The task is: describe an organic reaction: reactants, conditions, products, and yield. This data is from the Open Reaction Database (ORD), a public repository of structured organic reaction records. Reactants: C=CCONC(=O)OC(C)(C)C, C=CCBr, O=C(OO)c1cccc(Cl)c1, ClCCl, [H-], [Na+], CC(C)(C)OC(=O)NO. Product: CC(C)(C)OC(=O)NOCC1CO1. RXN SMILES: [CH2:1]([CH:2]=[CH2:3])[O:4][NH:5][C:6]([O:7][C:8]([CH3:9])([CH3:10])[CH3:11])=[O:12].[CH2:24]([Br:25])[CH:26]=[CH2:27].[Cl:28][c:29]1[cH:30][cH:31][cH:32][c:33]([C:34]([O:35][OH:36])=[O:37])[cH:38]1.[Cl:39][CH2:40][Cl:41].[H-:22].[Na+:23].[OH:13][NH:14][C:15](=[O:16])[O:17][C:18]([CH3:19])([CH3:20])[CH3:21]>>[CH2:1]([CH:2]1[CH2:3][O:13]1)[O:4][NH:5][C:6]([O:7][C:8]([CH3:9])([CH3:10])[CH3:11])=[O:12].